Task: describe an organic reaction: reactants, conditions, products, and yield. Dataset: the Open Reaction Database (ORD), a public repository of structured organic reaction records Starting materials: C(C)(C)(C)OC(C(C(=O)OC(C)(C)C)C1=C(C(=CC(=C1)F)F)[N+](=O)[O-])=O (2-(3,5-Difluoro-2-nitro-phenyl)-malonic acid di-tert-butyl ester), N (ammonia). Run in CO (methanol). Run at temperature 85 celsius. Yields the product C(C)(C)(C)OC(C(C(=O)OC(C)(C)C)C1=C(C(=CC(=C1)F)N)[N+](=O)[O-])=O (2-(3-Amino-5-fluoro-2-nitro-phenyl)-malonic acid di-tert-butyl ester). As a reaction SMILES: [C:1]([O:5][C:6](=[O:26])[CH:7]([C:15]1[CH:20]=[C:19]([F:21])[CH:18]=[C:17](F)[C:16]=1[N+:23]([O-:25])=[O:24])[C:8]([O:10][C:11]([CH3:14])([CH3:13])[CH3:12])=[O:9])([CH3:4])([CH3:3])[CH3:2].[NH3:27]>CO>[C:1]([O:5][C:6](=[O:26])[CH:7]([C:15]1[CH:20]=[C:19]([F:21])[CH:18]=[C:17]([NH2:27])[C:16]=1[N+:23]([O-:25])=[O:24])[C:8]([O:10][C:11]([CH3:14])([CH3:13])[CH3:12])=[O:9])([CH3:4])([CH3:3])[CH3:2]. Procedure: To the crude 2-(3,5-Difluoro-2-nitro-phenyl)-malonic acid di-tert-butyl ester (62 g, 0.42 mol) was added 700 mL of 2M ammonia in methanol in a pressure bottle. The vessel was sealed and heated to 85° C. for 18 hours. The reaction mixture was cooled and the vessel opened carefully and the methanol solution concentrated to provide 140 g of crude material. LCMS [M+Na]-393; 1H NMR (500 MHz, DMSO) δ 6.76 (dd, J=10.8 2.8 Hz, 1H), 6.29 (dd, J=10.8, 2.8 Hz, 1H), 4.99 (brs, 2H), 4.80 (s, 1H), 1.40 (m, 18... Reactants: Clc1ccc2scc(CBr)c2c1, c1cnc(N2CCNCC2)nc1. Product: Clc1ccc2scc(CN3CCN(c4ncccn4)CC3)c2c1. As a reaction SMILES: [Br:1][CH2:2][c:3]1[cH:4][s:5][c:6]2[c:7]1[cH:8][c:9]([Cl:12])[cH:10][cH:11]2.[N:13]1([c:19]2[n:20][cH:21][cH:22][cH:23][n:24]2)[CH2:14][CH2:15][NH:16][CH2:17][CH2:18]1>>[CH2:2]([c:3]1[cH:4][s:5][c:6]2[c:7]1[cH:8][c:9]([Cl:12])[cH:10][cH:11]2)[N:16]1[CH2:15][CH2:14][N:13]([c:19]2[n:20][cH:21][cH:22][cH:23][n:24]2)[CH2:18][CH2:17]1. Reactants: ClC1=C(C(CN2C=NC=C2)OCC2=C(C=C(C=C2)Cl)Cl)C=CC(=C1)Cl (1-[2,4-dichloro-β-(2,4-dichlorobenzyloxy)phenethyl]-imidazole), CC=1C=C(CBr)C=CC1 (m-methylbenzyl bromide). Product: [Br-].ClC1=C(C(C[N+]2=CN(C=C2)CC2=CC(=CC=C2)C)OCC2=C(C=C(C=C2)Cl)Cl)C=CC(=C1)Cl (1-[2,4-Dichloro-β-(2,4-dichlorobenzyloxy)phenethyl]-3-(m-methylbenzyl)imidazolium bromide). Reaction SMILES: [Cl:1][C:2]1[CH:24]=[C:23]([Cl:25])[CH:22]=[CH:21][C:3]=1[CH:4]([O:11][CH2:12][C:13]1[CH:18]=[CH:17][C:16]([Cl:19])=[CH:15][C:14]=1[Cl:20])[CH2:5][N:6]1[CH:10]=[CH:9][N:8]=[CH:7]1.[CH3:26][C:27]1[CH:28]=[C:29]([CH:32]=[CH:33][CH:34]=1)[CH2:30][Br:31]>>[Br-:31].[Cl:1][C:2]1[CH:24]=[C:23]([Cl:25])[CH:22]=[CH:21][C:3]=1[CH:4]([O:11][CH2:12][C:13]1[CH:18]=[CH:17][C:16]([Cl:19])=[CH:15][C:14]=1[Cl:20])[CH2:5][N+:6]1[CH:10]=[CH:9][N:8]([CH2:26][C:27]2[CH:34]=[CH:33][CH:32]=[C:29]([CH3:30])[CH:28]=2)[CH:7]=1 |f:2.3|. Procedure details: mp. 99° -101° C., by the reaction of 1-[2,4-dichloro-β-(2,4-dichlorobenzyloxy)phenethyl]-imidazole and m-methylbenzyl bromide. Starting materials: N (ammonia), COC(=O)C=1C=C(C2=C(S(CC3=C(O2)C(=CC(=C3)NCCCl)Cl)(=O)=O)C1)C (4-Chloro-2-(2-chloro-ethylamino)-6-methyl-10,10-dioxo-10,11-dihydro-5-oxa-10lambda*6*-thia-dibenzo[a,d]cycloheptene-8-carboxylic acid methyl ester). Solvent: CO (methanol). Run at temperature 70 celsius, time 2 hour. Yields the product COC(=O)C=1C=C(C2=C(S(CC3=C(O2)C(=CC(=C3)NCCN)Cl)(=O)=O)C1)C (2-(2-Amino-ethylamino)-4-chloro-6-methyl-10,10-dioxo-10,11-dihydro-5-oxa-10lambda*6*-thia-dibenzo[a,d]cycloheptene-8-carboxylic acid methyl ester). As a reaction SMILES: [NH3:1].[CH3:2][O:3][C:4]([C:6]1[CH:7]=[C:8]([CH3:28])[C:9]2[O:15][C:14]3[C:16]([Cl:24])=[CH:17][C:18]([NH:20][CH2:21][CH2:22]Cl)=[CH:19][C:13]=3[CH2:12][S:11](=[O:26])(=[O:25])[C:10]=2[CH:27]=1)=[O:5]>CO>[CH3:2][O:3][C:4]([C:6]1[CH:7]=[C:8]([CH3:28])[C:9]2[O:15][C:14]3[C:16]([Cl:24])=[CH:17][C:18]([NH:20][CH2:21][CH2:22][NH2:1])=[CH:19][C:13]=3[CH2:12][S:11](=[O:25])(=[O:26])[C:10]=2[CH:27]=1)=[O:5]. Procedure details: Aqueous ammonia solution (2.5 mL, 30%) was added to a solution of Example 56k (0.4 g, 0.93 mmol) in methanol (1 mL). The reaction mixture was sealed under argon in a reactor vessel and kept in an oven at 120° C. for 2 h. It was concentrated and the solid obtained was washed thoroughly with methanol to remove excess ammonia and dried under vacuo. It was treated with a methanolic HCl solution and stirred at 70° C. for 3 h. The reaction mixture was concentrated, treated with 10% aqueous sodium bica...